Dataset: the Open Reaction Database (ORD), a public repository of structured organic reaction records. Task: describe an organic reaction: reactants, conditions, products, and yield Starting materials: OC1Cc2ccccc2Sc2cc(Br)ccc21, O, Cc1ccc(S(=O)(=O)O)cc1, c1ccccc1. Product: Brc1ccc2c(c1)Sc1ccccc1C=C2. RXN SMILES: [Br:1][c:2]1[cH:3][cH:4][c:5]2[c:6]([cH:17]1)[S:7][c:8]1[c:9]([cH:13][cH:14][cH:15][cH:16]1)[CH2:10][CH:11]2[OH:12].[OH2:35].[c:24]1([CH3:25])[cH:26][cH:27][c:28]([S:29]([OH:30])(=[O:31])=[O:32])[cH:33][cH:34]1.[cH:18]1[cH:19][cH:20][cH:21][cH:22][cH:23]1>>[Br:1][c:2]1[cH:3][cH:4][c:5]2[c:6]([cH:17]1)[S:7][c:8]1[c:9]([cH:13][cH:14][cH:15][cH:16]1)[CH:10]=[CH:11]2. The reactants are N1(CCCC1)CC1NCCOC1 (3-(pyrrolidin-1-ylmethyl)morpholine), ClC=1C=C(C=CC1Cl)CC(=O)Cl (3,4-dichlorophenylacetyl chloride). Solvent: C(C)N(CC)CC (triethylamine). Yields the product Cl.ClC=1C=C(C=CC1Cl)CC(=O)N1C(COCC1)CN1CCCC1 (4-(3,4-dichlorophenylacetyl)-3-(pyrrolidin-1-ylmethyl)morpholine hydrochloride). Isolated yield 53.1%. As a reaction SMILES: [N:1]1([CH2:6][CH:7]2[CH2:12][O:11][CH2:10][CH2:9][NH:8]2)[CH2:5][CH2:4][CH2:3][CH2:2]1.[Cl:13][C:14]1[CH:15]=[C:16]([CH2:21][C:22](Cl)=[O:23])[CH:17]=[CH:18][C:19]=1[Cl:20]>C(N(CC)CC)C>[ClH:13].[Cl:13][C:14]1[CH:15]=[C:16]([CH2:21][C:22]([N:8]2[CH2:9][CH2:10][O:11][CH2:12][CH:7]2[CH2:6][N:1]2[CH2:2][CH2:3][CH2:4][CH2:5]2)=[O:23])[CH:17]=[CH:18][C:19]=1[Cl:20] |f:3.4|. Procedure details: The procedure described in Example 17 was repeated, but using 1.64 g of 3-(pyrrolidin-1-ylmethyl)morpholine, 3.72 ml of triethylamine and 1.54 g of 3,4-dichlorophenylacetyl chloride, to afford 0.72 g of the title compound, melting at 268° (dec.). Conditions: time 2 hour. Reported procedure: To a solution of 80.0 mg (0.241 mmol) of the carboxylic acid from Example 14A in 0.97 ml of DMF and 1.93 ml of 1,4-dioxane were added, at 60° C., 99.8 mg (0.615 mmol) of 1,1′-carbonyldiimidazole, and the mixture was stirred for 3 h. Subsequently, the mixture was admixed with 50.1 mg (0.481 mmol) of ethyl N′-hydroxyimidocarbamate [G. Zinner, G. Nebel, Arch. Pharm. 1970, 303, 385-390] and then stirred at RT for 2 h and then at 120° C. for 2.5 h. The reaction solution was concentrated under reduced... Product: C(C)OC1=NOC(=N1)C1CN(CC(C1)C1=CC=C(C=C1)CC)C(=O)N1CC(C1)O ([3-(3-Ethoxy-1,2,4-oxadiazol-5-yl)-5-(4-ethylphenyl)piperidin-1-yl](3-hydroxyazetidin-1-yl)methanone). The solvent is CN(C)C=O (DMF), O1CCOCC1 (1,4-dioxane). The reactants are C(C)C1=CC=C(C=C1)C1CC(CN(C1)C(=O)N1CC(C1)O)C(=O)O (5-(4-Ethylphenyl)-1-[(3-hydroxyazetidin-1-yl)carbonyl]piperidine-3-carboxylic acid), ON=C(N)OCC (ethyl N′-hydroxyimidocarbamate), C(=O)(N1C=NC=C1)N1C=NC=C1 (1,1′-carbonyldiimidazole). As a reaction SMILES: [CH2:1]([C:3]1[CH:8]=[CH:7][C:6]([CH:9]2[CH2:14][N:13]([C:15]([N:17]3[CH2:20][CH:19]([OH:21])[CH2:18]3)=[O:16])[CH2:12][CH:11]([C:22](O)=[O:23])[CH2:10]2)=[CH:5][CH:4]=1)[CH3:2].C(N1C=CN=C1)(N1C=CN=C1)=O.O[N:38]=[C:39]([O:41][CH2:42][CH3:43])[NH2:40]>CN(C=O)C.O1CCOCC1>[CH2:42]([O:41][C:39]1[N:40]=[C:22]([CH:11]2[CH2:10][CH:9]([C:6]3[CH:5]=[CH:4][C:3]([CH2:1][CH3:2])=[CH:8][CH:7]=3)[CH2:14][N:13]([C:15]([N:17]3[CH2:20][CH:19]([OH:21])[CH2:18]3)=[O:16])[CH2:12]2)[O:23][N:38]=1)[CH3:43]. Starting materials: C[C@@H](C(=O)N1CCOCC1)N1C([C@H](CC1)NC(OCC1=CC=CC=C1)=O)=O (benzyl (3S)-1-[(1S)-1-methyl-2-morpholin-4-yl-2-oxoethyl]-2-oxopyrrolidin-3-ylcarbamate). The reagents and catalysts are [Pd] (palladium on carbon). The solvent is C(C)O (ethanol). Reaction conditions: time 16 hour. Yields the product N[C@@H]1C(N(CC1)[C@H](C(=O)N1CCOCC1)C)=O ((3S)-3-Amino-1-[(1S)-1-methyl-2-morpholin-4-yl-2-oxoethyl]pyrrolidin-2-one). The yield is 95.7%. Reaction SMILES: [CH3:1][C@H:2]([N:11]1[CH2:15][CH2:14][C@H:13]([NH:16]C(=O)OCC2C=CC=CC=2)[C:12]1=[O:27])[C:3]([N:5]1[CH2:10][CH2:9][O:8][CH2:7][CH2:6]1)=[O:4]>[Pd].C(O)C>[NH2:16][C@H:13]1[CH2:14][CH2:15][N:11]([C@@H:2]([CH3:1])[C:3]([N:5]2[CH2:6][CH2:7][O:8][CH2:9][CH2:10]2)=[O:4])[C:12]1=[O:27]. Reported procedure: A mixture of benzyl (3S)-1-[(1S)-1-methyl-2-morpholin-4-yl-2-oxoethyl]-2-oxopyrrolidin-3-ylcarbamate (20 g), 10% palladium on carbon (2 g) and ethanol (1.3 l) was stirred under an atmosphere of hydrogen for 16 h. The reaction mixture was filtered through Celite™ and the filtrate was concentrated under reduced pressure to give the title compound (12.3 g) as a pale white oil. Starting materials: ClC=1C=C(C=CC1Cl)CC#N ((3,4-dichloro-phenyl)-acetonitrile), [Li+].C[Si](C)(C)[N-][Si](C)(C)C (LHMDS), CI (MeI). Solvent: Cl (HCl), C1CCOC1 (THF). Reaction conditions: temperature -78 celsius, time 1 hour. The product is ClC=1C=C(C=CC1Cl)C(C#N)C (2-(3,4-Dichloro-phenyl)-propionitrile). Isolated yield 92.9%. As a reaction SMILES: [Cl:1][C:2]1[CH:3]=[C:4]([CH2:9][C:10]#[N:11])[CH:5]=[CH:6][C:7]=1[Cl:8].[Li+].[CH3:13][Si]([N-][Si](C)(C)C)(C)C.CI>C1COCC1.Cl>[Cl:1][C:2]1[CH:3]=[C:4]([CH:9]([CH3:13])[C:10]#[N:11])[CH:5]=[CH:6][C:7]=1[Cl:8] |f:1.2|. Procedure: To a −78° C. solution of (3,4-dichloro-phenyl)-acetonitrile (5.0 g, 26.9 mmol) in THF (60 mL) was added LHMDS (1 M in THF, 28.2 mL, 28.2 mmol). The reddish orange solution was stirred at −78° C. for 1 h and MeI (1.76 mL, 28.2 mmol) was added. The mixture was allowed to warm to rt overnight. The mixture was diluted with 1 M HCl (20 mL) and extracted with Et2O (3×). The combined organic layers were dried (MgSO4) and concentrated to provide a dark brown oil. The crude product was purified by flash ... Starting materials: NCC(O)C1=CC(=CC=C1)Br (2-amino-1-(3-bromophenyl)-ethanol), C(#N)[BH3-].[Na+] (sodium cyanoborohydride), O=C(COC1=CC=C(C=C1)CC(=O)OC)C (methyl 4-(2-oxopropoxy)phenylacetate), C1=CC=CC=C1 (benzene). Run in CO (methanol). The product is COC(=O)CC1=CC=C(OCC(C)CC(O)(C2=CC(=CC=C2)Br)N)C=C1 (2-[2-(4-Methoxycarbonylmethylphenoxy)-1-methylethyl]-amino-1-(3-bromophenyl)ethanol). Isolated yield 56.8%. Reaction SMILES: N[CH2:2][CH:3]([C:5]1[CH:10]=[CH:9][CH:8]=[C:7]([Br:11])[CH:6]=1)[OH:4].O=[C:13]([CH3:27])[CH2:14][O:15][C:16]1[CH:21]=[CH:20][C:19]([CH2:22][C:23]([O:25][CH3:26])=[O:24])=[CH:18][CH:17]=1.C1C=CC=CC=1.C([BH3-])#[N:35].[Na+]>CO>[CH3:26][O:25][C:23]([CH2:22][C:19]1[CH:20]=[CH:21][C:16]([O:15][CH2:14][CH:13]([CH2:2][C:3]([NH2:35])([C:5]2[CH:10]=[CH:9][CH:8]=[C:7]([Br:11])[CH:6]=2)[OH:4])[CH3:27])=[CH:17][CH:18]=1)=[O:24] |f:3.4|. Procedure: Following a procedure similar to that described in Example 3, but using 3.0 g of 2-amino-1-(3-bromophenyl)-ethanol (prepared as described in Preparation 41), 3.67 g of methyl 4-(2-oxopropoxy)phenylacetate (prepared as described in Preparation 3), 80 ml of benzene, 60 ml of absolute methanol and 3.1 g of sodium cyanoborohydride, and then purifying the reaction product by column chromatography through silica gel, using ethyl acetate as the eluent, 3.33 g of the title compound were obtained having ... The reactants are C(=CCCCCCCCC)C(=O)O (1-decenylcarboxylic acid), C1(CCCCC1)NC1CCCCC1 (dicyclohexylamine), C(C)OC(CCCCI)=O (ethyl-5 iodovalerate), C(C)OC(CCCI)=O (ethyl-4-iodobutyrate). Yields the product C(=CCCCCC)C(=O)CONCCCCC(=O)O (5-[[(1-Heptenyl)carbonyl]methoxyamino]pentanoic acid). RXN SMILES: [CH:1]([C:11]([OH:13])=O)=[CH:2][CH2:3][CH2:4][CH2:5][CH2:6][CH2:7][CH2:8]CC.C([O:16]C(=O)CCCCI)C.C([O:26][C:27](=[O:32])[CH2:28][CH2:29][CH2:30]I)C.C1([NH:39][CH:40]2CCCCC2)CCCCC1>>[CH:2]([C:1]([CH2:11][O:13][NH:39][CH2:40][CH2:30][CH2:29][CH2:28][C:27]([OH:26])=[O:32])=[O:16])=[CH:3][CH2:4][CH2:5][CH2:6][CH2:7][CH3:8]. Procedure: Following the procedure of Example 12 except substituting 1-heptenylcarboxylic acid for 1-decenylcarboxylic acid, and ethyl-5 iodovalerate for ethyl-4-iodobutyrate and eliminating the addition of dicyclohexylamine, the title compound is obtained. Reactants: CI, CN(C)C=O, [H-], [Na+], O, CC1(O)CCN(C(=O)OC(C)(C)C)CC1. Yields the product COC1(C)CCN(C(=O)OC(C)(C)C)CC1. Reaction SMILES: [CH3:18][I:19].[CH3:20][N:21]([CH3:22])[CH:23]=[O:24].[H-:1].[Na+:2].[OH2:25].[OH:3][C:4]1([CH3:17])[CH2:5][CH2:6][N:7]([C:10](=[O:11])[O:12][C:13]([CH3:14])([CH3:15])[CH3:16])[CH2:8][CH2:9]1>>[O:3]([C:4]1([CH3:17])[CH2:5][CH2:6][N:7]([C:10](=[O:11])[O:12][C:13]([CH3:14])([CH3:15])[CH3:16])[CH2:8][CH2:9]1)[CH3:18]. Starting materials: COCCOC, [Na+], [Na+], O=C([O-])[O-], O, c1ccc(P(c2ccccc2)(c2ccccc2)[Pd](P(c2ccccc2)(c2ccccc2)c2ccccc2)(P(c2ccccc2)(c2ccccc2)c2ccccc2)P(c2ccccc2)(c2ccccc2)c2ccccc2)cc1, OB(O)c1ccncc1, Clc1cncc(Nc2ccc3scnc3c2)n1. Product: c1cc(-c2cncc(Nc3ccc4scnc4c3)n2)ccn1. RXN SMILES: [CH3:33][O:34][CH2:35][CH2:36][O:37][CH3:38].[Na+:27].[Na+:28].[O-:29][C:30](=[O:31])[O-:32].[OH2:39].[cH:40]1[cH:41][cH:42][c:43]([P:44]([Pd:45]([P:46]([c:47]2[cH:48][cH:49][cH:50][cH:51][cH:52]2)([c:53]2[cH:54][cH:55][cH:56][cH:57][cH:58]2)[c:59]2[cH:60][cH:61][cH:62][cH:63][cH:64]2)([P:65]([c:66]2[cH:67][cH:68][cH:69][cH:70][cH:71]2)([c:72]2[cH:73][cH:74][cH:75][cH:76][cH:77]2)[c:78]2[cH:79][cH:80][cH:81][cH:82][cH:83]2)[P:84]([c:85]2[cH:86][cH:87][cH:88][cH:89][cH:90]2)([c:91]2[cH:92][cH:93][cH:94][cH:95][cH:96]2)[c:97]2[cH:98][cH:99][cH:100][cH:101][cH:102]2)([c:103]2[cH:104][cH:105][cH:106][cH:107][cH:108]2)[c:109]2[cH:110][cH:111][cH:112][cH:113][cH:114]2)[cH:115][cH:116]1.[n:18]1[cH:19][cH:20][c:21]([B:24]([OH:25])[OH:26])[cH:22][cH:23]1.[s:1]1[cH:2][n:3][c:4]2[c:5]1[cH:6][cH:7][c:8]([NH:10][c:11]1[n:12][c:13]([Cl:17])[cH:14][n:15][cH:16]1)[cH:9]2>>[s:1]1[cH:2][n:3][c:4]2[c:5]1[cH:6][cH:7][c:8]([NH:10][c:11]1[n:12][c:13](-[c:21]3[cH:20][cH:19][n:18][cH:23][cH:22]3)[cH:14][n:15][cH:16]1)[cH:9]2.